From a dataset of the Open Reaction Database (ORD), a public repository of structured organic reaction records. describe an organic reaction: reactants, conditions, products, and yield The reactants are CC(C)O, Cl, [K+], [OH-], O, CCOC(=O)N1CCC(Cc2nc3ccccc3n2Cc2cccs2)CC1. Yields the product c1csc(Cn2c(CC3CCNCC3)nc3ccccc32)c1. RXN SMILES: [CH3:31][CH:32]([OH:33])[CH3:34].[ClH:1].[K+:30].[OH-:29].[OH2:35].[s:2]1[c:3]([CH2:7][n:8]2[c:9]([CH2:17][CH:18]3[CH2:19][CH2:20][N:21]([C:24]([O:25][CH2:26][CH3:27])=[O:28])[CH2:22][CH2:23]3)[n:10][c:11]3[c:12]2[cH:13][cH:14][cH:15][cH:16]3)[cH:4][cH:5][cH:6]1>>[s:2]1[c:3]([CH2:7][n:8]2[c:9]([CH2:17][CH:18]3[CH2:19][CH2:20][NH:21][CH2:22][CH2:23]3)[n:10][c:11]3[c:12]2[cH:13][cH:14][cH:15][cH:16]3)[cH:4][cH:5][cH:6]1. Starting materials: BrC1=CC(=C(C=C1)C(=O)N1CCN(CC1)C1=NC=C(C=C1C)C)F ((4-bromo-2-fluorophenyl)[4-(3,5-dimethylpyridin-2-yl)piperazin-1-yl]methanone), COC1=CC=C(CN2C(N[C@@H](C2)C)=O)C=C1 ((R)-1-(4-methoxybenzyl)-4-methylimidazolidin-2-one). Product: CC=1C(=NC=C(C1)C)N1CCN(CC1)C(=O)C1=C(C=C(C=C1)N1C(N(C[C@H]1C)CC1=CC=C(C=C1)OC)=O)F ((R)-3-{4-[4-(3,5-dimethylpyridin-2-yl)piperazine-1-carbonyl]-3-fluorophenyl}-1-(4-methoxybenzyl)-4-methylimidazolidin-2-one). Yield: 81.3%. RXN SMILES: Br[C:2]1[CH:7]=[CH:6][C:5]([C:8]([N:10]2[CH2:15][CH2:14][N:13]([C:16]3[C:21]([CH3:22])=[CH:20][C:19]([CH3:23])=[CH:18][N:17]=3)[CH2:12][CH2:11]2)=[O:9])=[C:4]([F:24])[CH:3]=1.[CH3:25][O:26][C:27]1[CH:40]=[CH:39][C:30]([CH2:31][N:32]2[CH2:36][C@@H:35]([CH3:37])[NH:34][C:33]2=[O:38])=[CH:29][CH:28]=1>>[CH3:22][C:21]1[C:16]([N:13]2[CH2:14][CH2:15][N:10]([C:8]([C:5]3[CH:6]=[CH:7][C:2]([N:34]4[C@H:35]([CH3:37])[CH2:36][N:32]([CH2:31][C:30]5[CH:39]=[CH:40][C:27]([O:26][CH3:25])=[CH:28][CH:29]=5)[C:33]4=[O:38])=[CH:3][C:4]=3[F:24])=[O:9])[CH2:11][CH2:12]2)=[N:17][CH:18]=[C:19]([CH3:23])[CH:20]=1. Procedure details: Using (4-bromo-2-fluorophenyl)[4-(3,5-dimethylpyridin-2-yl)piperazin-1-yl]methanone (157 mg) described in Preparation Example 114 and (R)-1-(4-methoxybenzyl)-4-methylimidazolidin-2-one (106 mg) described in Preparation Example 202 and by the reaction and treatment in the same manner as in Example 1, (R)-3-{4-[4-(3,5-dimethylpyridin-2-yl)piperazine-1-carbonyl]-3-fluorophenyl}-1-(4-methoxybenzyl)-4-methylimidazolidin-2-one (173 mg) was obtained. Using the obtained (R)-3-{4-[4-(3,5-dimethylpyridin-... Reactants: methanolic solution, COS(=O)(=O)O (methoxysulfonic acid), B(OC)(OC)OC (trimethyl borate), S1(=O)(=O)CCCC1 (sulfolane), CC(=O)OCC1=C(N2[C@@H]([C@@H](C2=O)N)SC1)C(=O)O (7-ACA). Conditions: temperature 15 celsius, time 1 hour. Product: NC1[C@@H]2N(C(=C(CS2)COC)C(=O)O)C1=O (7-Amino-3-Methoxymethyl-3-Cephem-4-Carboxylic Acid). Isolated yield 87.9%. RXN SMILES: COS(O)(=O)=O.B(OC)(OC)OC.S1(CCCC1)(=O)=O.C[C:22]([O:24][CH2:25][C:26]1[CH2:35][S:34][C@@H:29]2[C@H:30]([NH2:33])[C:31](=[O:32])[N:28]2[C:27]=1[C:36]([OH:38])=[O:37])=O>>[NH2:33][CH:30]1[C:31](=[O:32])[N:28]2[C:27]([C:36]([OH:38])=[O:37])=[C:26]([CH2:25][O:24][CH3:22])[CH2:35][S:34][C@H:29]12. Procedure details: 11.9 g of a methanolic solution of methoxysulfonic acid (prepared as described in Preparation 2) and 2.10 g of trimethyl borate were added to 15 ml of sulfolane. The mixture was cooled to 15° C., and 2.74 g of 7-ACA were added thereto, followed by stirring at 15° C. for 1 hour. After completion of the reaction, the reaction mixture was treated following the procedures described in Example 2 to give 2.16 g (yield 88%) of the desired compound at a high purity. Reactants: Cl (hydrochloric acid), ClC1=CC=C(N)C=C1 (4-chloroaniline), COC1=CC(=C(C=C1)S(=O)(=O)Cl)[N+](=O)[O-] (4-methoxy-2-nitrobenzenesulfonyl chloride), [OH-].[Na+] (sodium hydroxide). Conditions: time 30 minute. Product: COC1=CC(=C(C=C1)S(=O)(=O)NC1=CC=C(C=C1)Cl)[N+](=O)[O-] (4-methoxy-2-nitro-N-(4-chlorophenyl) benzenesulfonamide). Yield: 95.8%. Reaction SMILES: [Cl:1][C:2]1[CH:8]=[CH:7][C:5]([NH2:6])=[CH:4][CH:3]=1.[CH3:9][O:10][C:11]1[CH:16]=[CH:15][C:14]([S:17](Cl)(=[O:19])=[O:18])=[C:13]([N+:21]([O-:23])=[O:22])[CH:12]=1.[OH-].[Na+].Cl>>[CH3:9][O:10][C:11]1[CH:16]=[CH:15][C:14]([S:17]([NH:6][C:5]2[CH:7]=[CH:8][C:2]([Cl:1])=[CH:3][CH:4]=2)(=[O:18])=[O:19])=[C:13]([N+:21]([O-:23])=[O:22])[CH:12]=1 |f:2.3|. Procedure: To a mixture of 4-chloroaniline (14.51 g) and 4-methoxy-2-nitrobenzenesulfonyl chloride (28.54 g) was added dropwise aqueous sodium hydroxide solution (0.7 N, 162 ml) over a period of 30 minutes at 70° C. After addition, the mixture was stirred for 30 minutes at the same temperature. The colled mixture was diluted with aqueous IN-hydrochloric acid. The separated oil was extracted with ethyl acetate. The extract was dried over magnesium sulfate and concentrated under reduced pressure. The yellow ... Starting materials: ClC=1C=C2C(CC(NC2=C(C1)C(=O)O)C1=CC(=CC=C1)N1CCCC1)(C)C (6-chloro-4,4-dimethyl-2-(3-pyrrolidin-1-yl-phenyl)-1,2,3,4-tetrahydro-quinoline-8-carboxylic acid), Cl.CN(CCCN=C=NCC)C (1-(3-dimethylaminopropyl)-3-ethylcarbodiimide hydrochloride), CS(=O)(=O)N (methane sulfonamide). The reagents and catalysts are CN(C1=CC=NC=C1)C (4-dimethylaminopyridine). Run in ClCCl (dichloromethane). Product: ClC=1C=C2C(CC(NC2=C(C1)C(=O)NS(=O)(=O)C)C1=CC(=CC=C1)N1CCCC1)(C)C (N-[6-chloro-4,4-dimethyl-2-(3-pyrrolidin-1-yl-phenyl)-1,2,3,4-tetrahydro-quinoline-8-carbonyl]-methanesulfonamide). Isolated yield 20.0%. As a reaction SMILES: [Cl:1][C:2]1[CH:3]=[C:4]2[C:9](=[C:10]([C:12](O)=[O:13])[CH:11]=1)[NH:8][CH:7]([C:15]1[CH:20]=[CH:19][CH:18]=[C:17]([N:21]3[CH2:25][CH2:24][CH2:23][CH2:22]3)[CH:16]=1)[CH2:6][C:5]2([CH3:27])[CH3:26].Cl.CN(C)CCCN=C=NCC.[CH3:40][S:41]([NH2:44])(=[O:43])=[O:42]>CN(C)C1C=CN=CC=1.ClCCl>[Cl:1][C:2]1[CH:3]=[C:4]2[C:9](=[C:10]([C:12]([NH:44][S:41]([CH3:40])(=[O:43])=[O:42])=[O:13])[CH:11]=1)[NH:8][CH:7]([C:15]1[CH:20]=[CH:19][CH:18]=[C:17]([N:21]3[CH2:25][CH2:24][CH2:23][CH2:22]3)[CH:16]=1)[CH2:6][C:5]2([CH3:27])[CH3:26] |f:1.2|. Procedure details: A mixture of 6-chloro-4,4-dimethyl-2-(3-pyrrolidin-1-yl-phenyl)-1,2,3,4-tetrahydro-quinoline-8-carboxylic acid (200 mg, 0.52 mmol), 1-(3-dimethylaminopropyl)-3-ethylcarbodiimide hydrochloride (140 mg, 0.78 mmol), 4-dimethylaminopyridine (95 mg, 0.78 mmol), methane sulfonamide (150 mg, 1.56 mmol) in dichloromethane (10 mL) was refluxed for 12 h. Removal of the solvent to afford the oil residue. Purification by Waters automated flash system (column: Xterra 30 mm×100 mm, sample manager 2767, pump 2... Reactants: CCCN(CCC)c1cccc2nc(Br)cn12, [Li]C(C)(C)C, C1CCOC1, Cc1ccc(C(=O)Cl)c(C)c1. Product: CCCN(CCC)c1cccc2nc(C(=O)c3ccc(C)cc3C)cn12. As a reaction SMILES: [Br:1][c:2]1[n:3][c:4]2[n:5]([c:6]([N:10]([CH2:11][CH2:12][CH3:13])[CH2:14][CH2:15][CH3:16])[cH:7][cH:8][cH:9]2)[cH:17]1.[C:18]([Li:19])([CH3:20])([CH3:21])[CH3:22].[CH2:34]1[O:35][CH2:36][CH2:37][CH2:38]1.[CH3:23][c:24]1[c:25]([C:26](=[O:27])[Cl:28])[cH:29][cH:30][c:31]([CH3:33])[cH:32]1>>[c:2]1([C:26]([c:25]2[c:24]([CH3:23])[cH:32][c:31]([CH3:33])[cH:30][cH:29]2)=[O:27])[n:3][c:4]2[n:5]([c:6]([N:10]([CH2:11][CH2:12][CH3:13])[CH2:14][CH2:15][CH3:16])[cH:7][cH:8][cH:9]2)[cH:17]1.